This data is from the Open Reaction Database (ORD), a public repository of structured organic reaction records. The task is: describe an organic reaction: reactants, conditions, products, and yield The reactants are OS(=O)(=O)O (H2SO4), BrC=1N(N=C2C1N=C(NC2=O)C=2C(=NC=C(C2)C#C)OCC)C (3-Bromo-5-(2-ethoxy-5-ethynyl-3-pyridinyl)-2-methyl-2,6-dihydro-7H-pyrazolo[4,3-d]pyrimidin-7-one), OS(=O)(=O)O (H2SO4), HgSO4. Run in CC(=O)C (acetone). Run at time 14 hour. The product is C(C)(=O)C=1C=C(C(=NC1)OCC)C=1NC(C=2C(N1)=C(N(N2)C)Br)=O (5-(5-Acetyl-2-ethoxy-3-pyridinyl)-3-bromo-2-methyl-2,6-dihydro-7H-pyrazolo[4,3-d]pyrimidin-7-one). Reaction SMILES: [Br:1][C:2]1[N:3]([CH3:23])[N:4]=[C:5]2[C:10](=[O:11])[NH:9][C:8]([C:12]3[C:13]([O:20][CH2:21][CH3:22])=[N:14][CH:15]=[C:16]([C:18]#[CH:19])[CH:17]=3)=[N:7][C:6]=12.[OH:24]S(O)(=O)=O>CC(C)=O>[C:18]([C:16]1[CH:17]=[C:12]([C:8]2[NH:9][C:10](=[O:11])[C:5]3[C:6](=[C:2]([Br:1])[N:3]([CH3:23])[N:4]=3)[N:7]=2)[C:13]([O:20][CH2:21][CH3:22])=[N:14][CH:15]=1)(=[O:24])[CH3:19]. Procedure: A mixture of 3-bromo-5-(2-ethoxy-5-ethynyl-3-pyridinyl)-2-methyl-2,6-dihydro-7H-pyrazolo[4,3-d]pyrimidin-7-one (Example 57) (750 mg, 2 mmol), 1N H2SO4 (2 mL) and HgSO4 (50 mg, 0.17 mmol) in acetone (25 mL) was stirred at reflux for 10 h then at room temperature for 14 h. Further H2SO4 (5 mL of 1 N) was added and refluxing was continued for a further 4 h. The mixture was cooled and the solvent evaporated and the residue partitioned between dichloromethane and water. After basifying with solid sod... Starting materials: CCC(Oc1cc(-c2ccccc2S(C)(=O)=O)ccc1CCNS(=O)(=O)c1cc(C#N)ccc1O)C(=O)[O-], CCO, Cl, [Na+], [OH-]. Product: CS(=O)(=O)c1ccccc1-c1ccc(CCNS(=O)(=O)c2cc(C#N)ccc2O)c(OCC(=O)O)c1. RXN SMILES: [CH2:1]([CH3:2])[CH:3]([C:4](=[O:5])[O-:6])[O:7][c:8]1[cH:9][c:10](-[c:29]2[c:30]([S:35](=[O:36])(=[O:37])[CH3:38])[cH:31][cH:32][cH:33][cH:34]2)[cH:11][cH:12][c:13]1[CH2:14][CH2:15][NH:16][S:17](=[O:18])(=[O:19])[c:20]1[c:21]([OH:28])[cH:22][cH:23][c:24]([C:26]#[N:27])[cH:25]1.[CH3:42][CH2:43][OH:44].[ClH:41].[Na+:40].[OH-:39]>>[CH2:3]([C:4](=[O:5])[OH:6])[O:7][c:8]1[cH:9][c:10](-[c:29]2[c:30]([S:35](=[O:36])(=[O:37])[CH3:38])[cH:31][cH:32][cH:33][cH:34]2)[cH:11][cH:12][c:13]1[CH2:14][CH2:15][NH:16][S:17](=[O:18])(=[O:19])[c:20]1[c:21]([OH:28])[cH:22][cH:23][c:24]([C:26]#[N:27])[cH:25]1. The reactants are N1(C=NC=C1)C(C=1C=C(C(=CC1)N)N)C1=CC=CC=C1 (4-[(1H-imidazol-1-yl)phenylmethyl]-1,2-benzenediamine), COC(OC)OC (trimethoxymethane). Run in C(C)(=O)O (acetic acid). Yields the product N1(C=NC=C1)C(C1=CC2=C(NC=N2)C=C1)C1=CC=CC=C1 (5-[(1H-imidazol-1-yl)phenylmethyl]-1H-benzimidazole). Isolated yield 65.0%. As a reaction SMILES: [N:1]1([CH:6]([C:15]2[CH:20]=[CH:19][CH:18]=[CH:17][CH:16]=2)[C:7]2[CH:8]=[C:9]([NH2:14])[C:10]([NH2:13])=[CH:11][CH:12]=2)[CH:5]=[CH:4][N:3]=[CH:2]1.[CH3:21]OC(OC)OC>C(O)(=O)C>[N:1]1([CH:6]([C:15]2[CH:16]=[CH:17][CH:18]=[CH:19][CH:20]=2)[C:7]2[CH:12]=[CH:11][C:10]3[NH:13][CH:21]=[N:14][C:9]=3[CH:8]=2)[CH:5]=[CH:4][N:3]=[CH:2]1. Procedure: A mixture of 2.64 parts of 4-[(1H-imidazol-1-yl)phenylmethyl]-1,2-benzenediamine, 50 parts of trimethoxymethane and 1.2 parts of acetic acid was stirred and refluxed for 8 hours. The reaction mixture was evaporated in vacuo. The residue was dissolved in dilute hydrochloric acid. The solution was treated with ammonia and the product was extracted with dichloromethane. The extract was dried, filtered and evaporated. The residue was purified by column chromatography over silica gel using a mixture ...